The task is: describe an organic reaction: reactants, conditions, products, and yield. This data is from the Open Reaction Database (ORD), a public repository of structured organic reaction records. Reactants: CC(C)O, CS(=O)(=O)c1nccc(-c2ccc(Cl)cc2)n1, NC(=O)c1ccc(N)cc1. The product is NC(=O)c1ccc(Nc2nccc(-c3ccc(Cl)cc3)n2)cc1. Reaction SMILES: [CH3:28][CH:29]([OH:30])[CH3:31].[Cl:1][c:2]1[cH:3][cH:4][c:5](-[c:8]2[n:9][c:10]([S:14]([CH3:15])(=[O:16])=[O:17])[n:11][cH:12][cH:13]2)[cH:6][cH:7]1.[NH2:18][c:19]1[cH:20][cH:21][c:22]([C:23](=[O:24])[NH2:25])[cH:26][cH:27]1>>[Cl:1][c:2]1[cH:3][cH:4][c:5](-[c:8]2[n:9][c:10]([NH:18][c:19]3[cH:20][cH:21][c:22]([C:23](=[O:24])[NH2:25])[cH:26][cH:27]3)[n:11][cH:12][cH:13]2)[cH:6][cH:7]1. Starting materials: C(C)OC(COC1=C(C=CC(=C1)Cl)CO)=O (Ethyl-(2-hydroxymethyl-5-chloro-phenoxy)-acetate). The reagents and catalysts are [Mn+4] (manganese (IV)). Solvent: C(Cl)(Cl)Cl (chloroform). Conditions: time 5 hour. Product: C(C)OC(COC1=C(C=CC(=C1)Cl)C=O)=O (ethyl-(2-formyl-5-chloro-phenoxy)-acetate). Isolated yield 89.8%. Reaction SMILES: [CH2:1]([O:3][C:4](=[O:16])[CH2:5][O:6][C:7]1[CH:12]=[C:11]([Cl:13])[CH:10]=[CH:9][C:8]=1[CH2:14][OH:15])[CH3:2]>C(Cl)(Cl)Cl.[Mn+4]>[CH2:1]([O:3][C:4](=[O:16])[CH2:5][O:6][C:7]1[CH:12]=[C:11]([Cl:13])[CH:10]=[CH:9][C:8]=1[CH:14]=[O:15])[CH3:2]. Procedure: Ethyl-(2-hydroxymethyl-5-chloro-phenoxy)-acetate (2.44 g, 10 mmol) is dissolved in 40 ml of chloroform. Activated manganese (IV) oxyde (8.7 g, 100 mmol) is added in two portions and the resulting suspension is stirred at room temperature for 5 hours. After fitration on a pad of celite and concentration ethyl-(2-formyl-5-chloro-phenoxy)-acetate (2.18 g, 90% yield) is obtained as a pale yellow oil. The reactants are ClC1=CC=C(C=C1)N1NCCC1=O (2-(4-chlorophenyl)-3-pyrazolidinone), [H-].[Na+] (sodium hydride), resultant mixture, ClC1=CC=C(C=C1)N=C=S (4-chlorophenyl isothiocyanate), [Cl-].[NH4+] (ammonium chloride). Solvent: O1CCCC1 (tetrahydrofuran), O1CCCC1 (tetrahydrofuran), O1CCCC1 (tetrahydrofuran). Run at temperature 50 celsius. Product: ClC1=CC=C(C=C1)NC(=S)N1N(C(CC1)=O)C1=CC=C(C=C1)Cl (1-(4-chlorophenyl)thiocarbamoyl-2-(4-chlorophenyl)-3-pyrazolidinone). The yield is 47.8%. Reaction SMILES: [Cl:1][C:2]1[CH:7]=[CH:6][C:5]([N:8]2[C:12](=[O:13])[CH2:11][CH2:10][NH:9]2)=[CH:4][CH:3]=1.[H-].[Na+].[Cl:16][C:17]1[CH:22]=[CH:21][C:20]([N:23]=[C:24]=[S:25])=[CH:19][CH:18]=1.[Cl-].[NH4+]>O1CCCC1>[Cl:16][C:17]1[CH:22]=[CH:21][C:20]([NH:23][C:24]([N:9]2[CH2:10][CH2:11][C:12](=[O:13])[N:8]2[C:5]2[CH:4]=[CH:3][C:2]([Cl:1])=[CH:7][CH:6]=2)=[S:25])=[CH:19][CH:18]=1 |f:1.2,4.5|. Reported procedure: Under a dry argon atmosphere a solution of 1.6 grams (0.008 mole) of 2-(4-chlorophenyl)-3-pyrazolidinone in 13 ml of tetrahydrofuran was added dropwise to a stirred mixture of 0.4 gram (0.009 mole) of sodium hydride (55% oil suspension, oil removed by washing with hexane) in 8 ml of dry tetrahydrofuran while at room temperature. After complete addition, the reaction mixture was heated at 50° C. until gas evolution ceased, then cooled to room temperature. A solution of 1.4 grams (0.008 mole) of 4... Reactants: C(=O)(O)[O-].[Na+] (NaHCO3), C(C=O)O (glycoaldehyde), C1C(SCC(S1)O)O (mercaptoacetaldehyde dimer), C(C1=CC=CC=C1)(=O)Cl (benzoyl chloride). Run in N1=CC=CC=C1 (pyridine). Run at temperature 90 celsius, time 16 hour. Product: C(C1=CC=CC=C1)(=O)OC[C@@H]1O[C@H](CS1)C(C1=CC=CC=C1)=O (TRANS-2-BENZOYLOXYMETHYL-5-BENZOYL-1,3-OXATHIOLANE). Isolated yield 53.0%. Reaction SMILES: [CH2:1](O)[CH:2]=O.[CH2:5]1[S:10][CH:9](O)[CH2:8]S[CH:6]1[OH:12].[C:13](Cl)(=[O:20])[C:14]1[CH:19]=[CH:18][CH:17]=[CH:16][CH:15]=1.[C:22]([O-:25])(O)=[O:23].[Na+]>N1C=CC=CC=1>[C:22]([O:25][CH2:8][C@H:9]1[S:10][CH2:5][C@H:6]([C:13](=[O:20])[C:14]2[CH:19]=[CH:18][CH:17]=[CH:16][CH:15]=2)[O:12]1)(=[O:23])[C:2]1[CH:1]=[CH:16][CH:15]=[CH:14][CH:13]=1 |f:3.4|. Reported procedure: A mixture of glycoaldehyde (1.2 g, 0.01 mol) and mercaptoacetaldehyde dimer (1.52 g, 0.01 mol) in dry pyridine (20 ml) was heated at 90° C. for 2 h. The clear solution was then cooled in an ice-bath to 0° C., followed by adding benzoyl chloride (4.6 ml). The mixture was stirred at room temperature overnight (16 h), and poured into saturated aqueous NaHCO3 solution (100 ml). The product was extracted into methylene chloride (3×100 ml), washed with water (2×100 ml), dried over MgSO4 and filtered. ... Starting materials: ClC1=NC2=CC=C(C=C2C=C1C(=O)O)Cl (2,6-dichloroquinoline-3-carboxylic acid), N[C@H](C(=O)O)CC1=CC=C(C=C1)OC1=NC2=NC=C(C=C2C=C1)Br ((S)-2-amino-3-[4-(6-bromo-[1,8]naphthyridin-2-yloxy)-phenyl]-propionic acid). The solvent is CS(=O)C (DMSO). The product is BrC=1C=C2C=CC(=NC2=NC1)OC1=CC=C(C=C1)C[C@@H](C(=O)O)NC1=NC2=CC=C(C=C2C=C1C(=O)O)Cl (2-{(S)-2-[4-(6-Bromo-[1,8]naphthyridin-2-yloxy)-phenyl]-1-carboxy-ethylamino}-6-chloro-quinoline-3-carboxylic acid). Reaction SMILES: Cl[C:2]1[C:11]([C:12]([OH:14])=[O:13])=[CH:10][C:9]2[C:4](=[CH:5][CH:6]=[C:7]([Cl:15])[CH:8]=2)[N:3]=1.[NH2:16][C@@H:17]([CH2:21][C:22]1[CH:27]=[CH:26][C:25]([O:28][C:29]2[CH:38]=[CH:37][C:36]3[C:31](=[N:32][CH:33]=[C:34]([Br:39])[CH:35]=3)[N:30]=2)=[CH:24][CH:23]=1)[C:18]([OH:20])=[O:19]>CS(C)=O>[Br:39][C:34]1[CH:35]=[C:36]2[C:31](=[N:32][CH:33]=1)[N:30]=[C:29]([O:28][C:25]1[CH:24]=[CH:23][C:22]([CH2:21][C@H:17]([NH:16][C:2]3[C:11]([C:12]([OH:14])=[O:13])=[CH:10][C:9]4[C:4](=[CH:5][CH:6]=[C:7]([Cl:15])[CH:8]=4)[N:3]=3)[C:18]([OH:20])=[O:19])=[CH:27][CH:26]=1)[CH:38]=[CH:37]2. Reported procedure: In close analogy to the procedure described in Example 109c, 2,6-dichloroquinoline-3-carboxylic acid is reacted with (S)-2-amino-3-[4-(6-bromo-[1,8]naphthyridin-2-yloxy)-phenyl]-propionic acid (prepared by analogy to Example 109a,b) in DMSO to provide the title compound in good yield. The reactants are O1COC2=C1C=CC(=C2)CC(S)C (2-(1,3-benzodioxol-5-yl)-1-methylethanethiol), SCCO (2-mercaptoethanol). Yields the product O1COC2=C1C=CC(=C2)CC(C)SSCCO (2-[{2-(1,3-Benzodioxol-5-yl)-1-methylethyl}dithio]ethanol). Yield: 64.0%. RXN SMILES: [O:1]1[C:5]2[CH:6]=[CH:7][C:8]([CH2:10][CH:11]([CH3:13])[SH:12])=[CH:9][C:4]=2[O:3][CH2:2]1.[SH:14][CH2:15][CH2:16][OH:17]>>[O:1]1[C:5]2[CH:6]=[CH:7][C:8]([CH2:10][CH:11]([S:12][S:14][CH2:15][CH2:16][OH:17])[CH3:13])=[CH:9][C:4]=2[O:3][CH2:2]1. Reported procedure: 5.0 g of the title compound was prepared from 8.4 g of 2-(1,3-benzodioxol-5-yl)-1-methylethanethiol and 2.24 g of 2-mercaptoethanol as a colorless oil according to the same procedure as that described in Example 1.